This data is from the Open Reaction Database (ORD), a public repository of structured organic reaction records. The task is: describe an organic reaction: reactants, conditions, products, and yield Reactants: 34.4, [N+](=O)([O-])C1=CC=C(C=C1)C(C)N1C=NC=C1 (1-[1-(4-nitrophenyl)ethyl]-1H-imidazole), S1C=CC=C1 (thiophene), N (ammonia), [H][H] (hydrogen). The reagents and catalysts are [Pt] (platinum-on-charcoal). Solvent: CO (methanol), CO (methanol), CO (methanol). The product is 27, N1(C=NC=C1)C(C)C1=CC=C(C=C1)N (4-[1-(1H-imidazol-1-yl)ethyl]benzenamine). The yield is 91.3%. RXN SMILES: [N+:1]([C:4]1[CH:9]=[CH:8][C:7]([CH:10]([N:12]2[CH:16]=[CH:15][N:14]=[CH:13]2)[CH3:11])=[CH:6][CH:5]=1)([O-])=O.S1C=CC=C1.N.[H][H]>CO.[Pt]>[N:12]1([CH:10]([C:7]2[CH:8]=[CH:9][C:4]([NH2:1])=[CH:5][CH:6]=2)[CH3:11])[CH:16]=[CH:15][N:14]=[CH:13]1. Procedure: (a-3) A mixture of 34.4 parts of 1-[1-(4-nitrophenyl)ethyl]-1H-imidazole, 2 parts of a solution of thiophene in methanol 4%, 200 parts of methanol and 200 parts of methanol saturated with ammonia was hydrogenated at normal pressure and at room temperature with 4 parts of platinum-on-charcoal catalyst 5%. After the calculated amount of hydrogen was taken up, the catalyst was filtered off and the filtrate was evaporated. The oily residue was crystallized from a mixture of 2-propanol and 2,2'-oxybi... The reactants are O=C([O-])[O-], CI, CN(C)C=O, [Cl-], [K+], [K+], [NH4+], CC(C)(C)OC(=O)N(CCc1ccccc1)C1c2cc3c(cc2OC(C)(C)C1O)NC(=O)CO3. Yields the product CN1C(=O)COc2cc3c(cc21)OC(C)(C)C(O)C3N(CCc1ccccc1)C(=O)OC(C)(C)C. Reaction SMILES: [C:35](=[O:36])([O-:37])[O-:38].[CH3:41][I:42].[CH3:45][N:46]([CH3:47])[CH:48]=[O:49].[Cl-:43].[K+:39].[K+:40].[NH4+:44].[c:1]1([CH2:7][CH2:8][N:9]([C:10]([O:11][C:12]([CH3:13])([CH3:14])[CH3:15])=[O:16])[CH:17]2[CH:18]([OH:34])[C:19]([CH3:32])([CH3:33])[O:20][c:21]3[cH:22][c:23]4[c:28]([cH:29][c:30]32)[O:27][CH2:26][C:25](=[O:31])[NH:24]4)[cH:2][cH:3][cH:4][cH:5][cH:6]1>>[c:1]1([CH2:7][CH2:8][N:9]([C:10]([O:11][C:12]([CH3:13])([CH3:14])[CH3:15])=[O:16])[CH:17]2[CH:18]([OH:34])[C:19]([CH3:32])([CH3:33])[O:20][c:21]3[cH:22][c:23]4[c:28]([cH:29][c:30]32)[O:27][CH2:26][C:25](=[O:31])[N:24]4[CH3:35])[cH:2][cH:3][cH:4][cH:5][cH:6]1.